From a dataset of the Open Reaction Database (ORD), a public repository of structured organic reaction records. describe an organic reaction: reactants, conditions, products, and yield Reactants: CC1(C2=C(C(=CC=C2)P(C3=CC=CC=C3)C4=CC=CC=C4)OC5=C(C=CC=C51)P(C6=CC=CC=C6)C7=CC=CC=C7)C (xantphos), BrC1=C(C=C(C(=C1)OC)I)Cl (1-bromo-2-chloro-4-iodo-5-methoxybenzene), NC1=C(C=C(C=C1)SCC1=CC=CC=C1)\C(=C/C(=O)OCC)\C ((Z)-ethyl 3-(2-amino-5-(benzylthio)phenyl)but-2-enoate), P(=O)([O-])([O-])[O-].[K+].[K+].[K+] (potassium phosphate). Reagents/catalysts: C1=CC=C(C=C1)/C=C/C(=O)/C=C/C2=CC=CC=C2.C1=CC=C(C=C1)/C=C/C(=O)/C=C/C2=CC=CC=C2.C1=CC=C(C=C1)/C=C/C(=O)/C=C/C2=CC=CC=C2.[Pd].[Pd] (pd2(dba)3). The solvent is O (water), O1CCOCC1 (dioxane). The product is C(C1=CC=CC=C1)SC=1C=CC(=C(C1)\C(=C/C(=O)OCC)\C)NC1=C(C=C(C(=C1)Cl)Br)OC ((Z)-ethyl 3-(5-(benzylthio)-2-((4-bromo-5-chloro-2-methoxyphenyl)amino)phenyl)but-2-enoate). Reaction SMILES: CC1(C)C2C(=C(P(C3C=CC=CC=3)C3C=CC=CC=3)C=CC=2)OC2C(P(C3C=CC=CC=3)C3C=CC=CC=3)=CC=CC1=2.[Br:43][C:44]1[CH:49]=[C:48]([O:50][CH3:51])[C:47](I)=[CH:46][C:45]=1[Cl:53].[NH2:54][C:55]1[CH:60]=[CH:59][C:58]([S:61][CH2:62][C:63]2[CH:68]=[CH:67][CH:66]=[CH:65][CH:64]=2)=[CH:57][C:56]=1/[C:69](/[CH3:76])=[CH:70]\[C:71]([O:73][CH2:74][CH3:75])=[O:72].P([O-])([O-])([O-])=O.[K+].[K+].[K+]>O1CCOCC1.C1C=CC(/C=C/C(/C=C/C2C=CC=CC=2)=O)=CC=1.C1C=CC(/C=C/C(/C=C/C2C=CC=CC=2)=O)=CC=1.C1C=CC(/C=C/C(/C=C/C2C=CC=CC=2)=O)=CC=1.[Pd].[Pd].O>[CH2:62]([S:61][C:58]1[CH:59]=[CH:60][C:55]([NH:54][C:47]2[CH:46]=[C:45]([Cl:53])[C:44]([Br:43])=[CH:49][C:48]=2[O:50][CH3:51])=[C:56](/[C:69](/[CH3:76])=[CH:70]\[C:71]([O:73][CH2:74][CH3:75])=[O:72])[CH:57]=1)[C:63]1[CH:64]=[CH:65][CH:66]=[CH:67][CH:68]=1 |f:3.4.5.6,8.9.10.11.12|. Procedure: A solution of xantphos (0.265 g, 0.458 mmol), pd2(dba)3 (0.140 g, 0.153 mmol), 1-bromo-2-chloro-4-iodo-5-methoxybenzene (1.167 g, 3.36 mmol), (Z)-ethyl 3-(2-amino-5-(benzylthio)phenyl)but-2-enoate (1.000 g, 3.05 mmol), and potassium phosphate (1.945 g, 9.16 mmol) in 10 mL dioxane was heated to 100° C. for 2 hours. The reaction mixture was then poured into water and extracted with DCM. The organics were dried over MgSO4 and concentrated. The crude residue was used in the next step without purific... The reactants are C(C)(=O)O[BH-](OC(C)=O)OC(C)=O.[Na+] (sodium triacetoxyborohydride), CO (methanol), CC(CC=O)(C)C (3,3-dimethylbutyraldehyde), N1CCC2(CC1)CC[C@@H](C1=CC=CC=C12)NC(C)=O ((S)-N-(3,4-dihydro-2H -spiro[naphthalene-1,4′-piperidine]-4-yl)acetamide). Reagents/catalysts: C(C)(=O)O (acetic acid). Run in ClCCl (dichloromethane). Reaction conditions: time 5 hour. The product is CC(CCN1CCC2(CC1)CC[C@@H](C1=CC=CC=C12)NC(C)=O)(C)C ((S)-N-(1′-(3,3-dimethylbutyl)-3,4-dihydro-2H -spiro[naphthalene-1,4′-piperidine]-4-yl)acetamide). Reaction SMILES: [CH3:1][C:2]([CH3:7])([CH3:6])[CH2:3][CH:4]=O.[NH:8]1[CH2:13][CH2:12][C:11]2([C:22]3[C:17](=[CH:18][CH:19]=[CH:20][CH:21]=3)[C@@H:16]([NH:23][C:24](=[O:26])[CH3:25])[CH2:15][CH2:14]2)[CH2:10][CH2:9]1.C(O[BH-](OC(=O)C)OC(=O)C)(=O)C.[Na+].CO>ClCCl.C(O)(=O)C>[CH3:1][C:2]([CH3:7])([CH3:6])[CH2:3][CH2:4][N:8]1[CH2:13][CH2:12][C:11]2([C:22]3[C:17](=[CH:18][CH:19]=[CH:20][CH:21]=3)[C@@H:16]([NH:23][C:24](=[O:26])[CH3:25])[CH2:15][CH2:14]2)[CH2:10][CH2:9]1 |f:2.3|. Reported procedure: A solution of 3,3-dimethylbutyraldehyde (13 mg, 0.13 mmol) and the spiro-piperidine (B5) (25 mg, 0.10 mmol) in dry dichloromethane (2 ml) was stirred at room temperature for 30 min, cooled with ice-bath, and treated with sodium triacetoxyborohydride (44 mg, 0.2 mml), followed by acetic acid (1 drop) and methanol (1 ml). The reaction mixture was stirred for another 5 hours and concentrated under a stream of nitrogen. The residue was dissolved in methanol (1 ml) and purified by reverse phase HPLC ...